Dataset: the Open Reaction Database (ORD), a public repository of structured organic reaction records. Task: describe an organic reaction: reactants, conditions, products, and yield Yields the product CC(C)(C)OC(=O)N1CCc2ccc(CO)cc21. RXN SMILES: [C:6]([CH3:7])([CH3:8])([CH3:9])[O:10][C:11](=[O:12])[N:13]1[CH2:14][CH2:15][c:16]2[cH:17][cH:18][c:19]([Br:22])[cH:20][c:21]21.[CH2:1]([Li:2])[CH2:3][CH2:4][CH3:5].[CH3:23][N:24]([CH:25]=[O:26])[CH3:27].[CH3:30][CH2:31][CH2:32][CH2:33][CH2:34][CH3:35].[CH3:41][CH2:42][O:43][C:44](=[O:45])[CH3:46].[Cl-:28].[NH4+:29].[O:36]1[CH2:37][CH2:38][CH2:39][CH2:40]1>>[C:6]([CH3:7])([CH3:8])([CH3:9])[O:10][C:11](=[O:12])[N:13]1[CH2:14][CH2:15][c:16]2[cH:17][cH:18][c:19]([CH2:25][OH:26])[cH:20][c:21]21. The reactants are CC(C)(C)OC(=O)N1CCc2ccc(Br)cc21, [Li]CCCC, CN(C)C=O, CCCCCC, CCOC(C)=O, [Cl-], [NH4+], C1CCOC1. The reactants are C(CS)(=O)OC (methyl thioglycolate), ClC1=C(C=O)C(=CC=C1Cl)F (2,3-dichloro-6-fluorobenzaldehyde). The solvent is CN(C=O)C (dimethylformamide). Yields the product ClC1=C(C=CC=2SC(=CC21)C(=O)OC)Cl (methyl 4,5-dichlorobenzo[b]thiophene-2-carboxylate). As a reaction SMILES: [C:1]([O:5][CH3:6])(=[O:4])[CH2:2][SH:3].[Cl:7][C:8]1[C:15]([Cl:16])=[CH:14][CH:13]=[C:12](F)[C:9]=1[CH:10]=O>CN(C)C=O>[Cl:7][C:8]1[C:9]2[CH:10]=[C:2]([C:1]([O:5][CH3:6])=[O:4])[S:3][C:12]=2[CH:13]=[CH:14][C:15]=1[Cl:16]. Reported procedure: In a similar manner to Example 18, methyl thioglycolate (9.3 ml) was reacted with 2,3-dichloro-6-fluorobenzaldehyde (15.46 g) in dimethylformamide to give methyl 4,5-dichlorobenzo[b]thiophene-2-carboxylate (7.28 g) as an off-white solid which was hydrolysed, chlorinated and reacted with N,O-dimethylhydroxylamine hydrochloride to give 4,5-dichloro-N-methoxy-N-methylbenzo[b]thiophene-2-carboxamide (1.96 g) as a colourless solid. Reaction of this amide with ethylmagnesium bromide gave 1-(4,5-dichlo... Starting materials: C(C1=CC=CC=C1)OC1=C2CCNCC2=CC=C1OC (5-(benzyloxy)-6-methoxy-1,2,3,4-tetrahydroisoquinoline). Reagents/catalysts: [C].[Pd] (Palladium carbon). Run in CO (methanol). Conditions: time 2 hour. Product: OC1=C2CCNCC2=CC=C1OC (5-hydroxy-6-methoxy-1,2,3,4-tetrahydroisoquinoline). RXN SMILES: C([O:8][C:9]1[C:18]([O:19][CH3:20])=[CH:17][CH:16]=[C:15]2[C:10]=1[CH2:11][CH2:12][NH:13][CH2:14]2)C1C=CC=CC=1>[C].[Pd].CO>[OH:8][C:9]1[C:18]([O:19][CH3:20])=[CH:17][CH:16]=[C:15]2[C:10]=1[CH2:11][CH2:12][NH:13][CH2:14]2 |f:1.2|. Procedure: Into a 50-mL 3-necked round-bottom flask purged and maintained with an inert atmosphere of nitrogen, was placed Palladium carbon (10%) (200 mg), methanol (10 mL) and 5-(benzyloxy)-6-methoxy-1,2,3,4-tetrahydroisoquinoline (800 mg, 2.97 mmol, 1.00 equiv). To the above H2 (enough, amount) was introduced in. The resulting solution was stirred for 2 h at room temperature. The solids were filtered out. The resulting solution was diluted with 12 mL of tetrahydrofuran. To this was HCl (gas) (enough amou... Reactants: [N+](=O)([O-])C1=C(C=CC(=C1)C(F)(F)F)Cl (2-nitro-4-trifluoromethyl-1-chlorobenzene), C1(CCCCC1)N (cyclohexylamine), C([O-])([O-])=O.[K+].[K+] (potassium carbonate). Run in C(C)O (ethanol). Product: C1(CCCCC1)NC1=C(C=C(C=C1)C(F)(F)F)[N+](=O)[O-] (N-cyclohexyl-2-nitro-4-trifluoromethylaniline). As a reaction SMILES: [N+:1]([C:4]1[CH:9]=[C:8]([C:10]([F:13])([F:12])[F:11])[CH:7]=[CH:6][C:5]=1Cl)([O-:3])=[O:2].[CH:15]1([NH2:21])[CH2:20][CH2:19][CH2:18][CH2:17][CH2:16]1.C(=O)([O-])[O-].[K+].[K+]>C(O)C>[CH:15]1([NH:21][C:5]2[CH:6]=[CH:7][C:8]([C:10]([F:13])([F:12])[F:11])=[CH:9][C:4]=2[N+:1]([O-:3])=[O:2])[CH2:20][CH2:19][CH2:18][CH2:17][CH2:16]1 |f:2.3.4|. Procedure: A solution of 50 g (0.22 mol) of 2-nitro-4-trifluoromethyl-1-chlorobenzene, 22 g (0.22 mol) of cyclohexylamine and 61 g (0.44 mol) of potassium carbonate in 600 ml of ethanol was refluxed for 4 hours. The reaction mixture was concentrated and then the crude product was washed with water and ether. The organic phase was worked up, and the product was purified by column chromatography on silica gel (mobile phase: heptane/ethyl acetate=5/1). Starting materials: Cl.NCCOC1=CC(=C(C(=O)O)C=C1)O (4-(2-Aminoethoxy)-2-hydroxybenzoic acid, hydrochloride), C[Si](C)(C)Cl (trimethylsilylchloride), BrC1=NC=CC=N1 (2-bromopyrimidine), [SiH3]Cl (silylchloride). Solvent: O1CCOCC1 (1,4-dioxane). Run at time 2 day. Yields the product OC1=C(C(=O)O)C=CC(=C1)OCCNC1=NC=CC=N1 (2-Hydroxy-4-[2-(pyrimidine-2ylamino)ethoxy]benzoic acid). The yield is 65.5%. RXN SMILES: Cl.[NH2:2][CH2:3][CH2:4][O:5][C:6]1[CH:14]=[CH:13][C:9]([C:10]([OH:12])=[O:11])=[C:8]([OH:15])[CH:7]=1.C[Si](Cl)(C)C.Br[C:22]1[N:27]=[CH:26][CH:25]=[CH:24][N:23]=1.[SiH3]Cl>O1CCOCC1>[OH:15][C:8]1[CH:7]=[C:6]([O:5][CH2:4][CH2:3][NH:2][C:22]2[N:27]=[CH:26][CH:25]=[CH:24][N:23]=2)[CH:14]=[CH:13][C:9]=1[C:10]([OH:12])=[O:11] |f:0.1|. Procedure details: A mixture of compound (14) (20 g), dissopropylethylamine (74 mL), trimethylsilylchloride (21.6 mL) and 2-bromopyrimidine (Lancaster, 13.5 g) were combined in 350 mL 1,4-dioxane at room temperature, then brought to reflux under N2 atmosphere. After 2 days, an additional 12 mL silylchloride was added, and the mixture continued at reflux for an additional 2 days (until TLC showed no starting material remained). The reaction mixture was cooled to ambient temperature, concentrated to dryness in vacuo... The reactants are COc1cc(C=O)ccc1OCc1ccccc1, CCCCN, CC(=O)O, CCOC(C)=O, C[N+](=O)[O-]. Yields the product COc1cc(C=C[N+](=O)[O-])ccc1OCc1ccccc1. RXN SMILES: [CH2:1]([c:2]1[cH:3][cH:4][cH:5][cH:6][cH:7]1)[O:8][c:9]1[c:10]([O:17][CH3:18])[cH:11][c:12]([CH:13]=[O:14])[cH:15][cH:16]1.[CH2:27]([NH2:28])[CH2:29][CH2:30][CH3:31].[CH3:23][C:24](=[O:25])[OH:26].[CH3:32][CH2:33][O:34][C:35](=[O:36])[CH3:37].[N+:19](=[O:20])([O-:21])[CH3:22]>>[CH2:1]([c:2]1[cH:3][cH:4][cH:5][cH:6][cH:7]1)[O:8][c:9]1[c:10]([O:17][CH3:18])[cH:11][c:12]([CH:13]=[CH:22][N+:19](=[O:20])[O-:21])[cH:15][cH:16]1. The reactants are CC(C)(C)NS(=O)(=O)CCc1ccc(Cc2cc[nH]n2)cc1OCCc1ccc2ccccc2c1, COc1ccccc1, O=C(O)C(F)(F)F. RXN SMILES: [C:1]([CH3:2])([CH3:3])([CH3:4])[NH:5][S:6](=[O:7])(=[O:8])[CH2:9][CH2:10][c:11]1[c:12]([O:23][CH2:24][CH2:25][c:26]2[cH:27][c:28]3[cH:29][cH:30][cH:31][cH:32][c:33]3[cH:34][cH:35]2)[cH:13][c:14]([CH2:17][c:18]2[n:19][nH:20][cH:21][cH:22]2)[cH:15][cH:16]1.[CH3:36][O:37][c:38]1[cH:39][cH:40][cH:41][cH:42][cH:43]1.[OH:44][C:45]([C:46]([F:47])([F:48])[F:49])=[O:50]>>[NH2:5][S:6](=[O:7])(=[O:8])[CH2:9][CH2:10][c:11]1[c:12]([O:23][CH2:24][CH2:25][c:26]2[cH:27][c:28]3[cH:29][cH:30][cH:31][cH:32][c:33]3[cH:34][cH:35]2)[cH:13][c:14]([CH2:17][c:18]2[n:19][nH:20][cH:21][cH:22]2)[cH:15][cH:16]1. Yields the product NS(=O)(=O)CCc1ccc(Cc2cc[nH]n2)cc1OCCc1ccc2ccccc2c1. The reactants are ClC=1C=C(C=CC1Cl)S(=O)(=O)NC1=C(C=CC=C1)C1=CC=C(C=C1)F (3,4-dichloro-N-(4′-fluoro-biphenyl-2-yl)-benzenesulfonamide), C(C=C)(=O)OC (methyl acrylate), C(C)(=O)[O-].[Na+] (Sodium acetate). Reagents/catalysts: C(C)(=O)[O-].[Pd+2].C(C)(=O)[O-] (palladium acetate), O.C(C)(=O)[O-].[Cu+2].C(C)(=O)[O-] (copper(II) acetate hydrate). Run in CN(C=O)C (dimethyl formamide). Conditions: temperature 120 celsius, time 16 hour. Yields the product COC(CC1N(C=2C=CC=CC2C2=CC=C(C=C12)F)S(=O)(=O)C1=CC(=C(C=C1)Cl)Cl)=O ([5-(3,4-Dichloro-benzenesulfonyl)-8-fluoro-5,6-dihydro-phenanthridin-6-yl]-acetic acid methyl ester). Yield: 44.2%. RXN SMILES: C([O-])(=O)C.[Na+].[Cl:6][C:7]1[CH:8]=[C:9]([S:14]([NH:17][C:18]2[CH:23]=[CH:22][CH:21]=[CH:20][C:19]=2[C:24]2[CH:29]=[CH:28][C:27]([F:30])=[CH:26][CH:25]=2)(=[O:16])=[O:15])[CH:10]=[CH:11][C:12]=1[Cl:13].[C:31]([O:35][CH3:36])(=[O:34])[CH:32]=[CH2:33]>C([O-])(=O)C.[Pd+2].C([O-])(=O)C.O.C([O-])(=O)C.[Cu+2].C([O-])(=O)C.CN(C)C=O>[CH3:36][O:35][C:31](=[O:34])[CH2:32][CH:33]1[C:25]2[C:24](=[CH:29][CH:28]=[C:27]([F:30])[CH:26]=2)[C:19]2[CH:20]=[CH:21][CH:22]=[CH:23][C:18]=2[N:17]1[S:14]([C:9]1[CH:10]=[CH:11][C:12]([Cl:13])=[C:7]([Cl:6])[CH:8]=1)(=[O:15])=[O:16] |f:0.1,4.5.6,7.8.9.10|. Procedure: Sodium acetate (370 mg, 4.5 mmol) was dried in a 100 mL two-necked flask at 150° C. in vacuo for 2 hours, then palladium acetate (100.8 mg 0.45 mmol), copper(II) acetate hydrate (90.0 mg, 0.45 mmol), 3,4-dichloro-N-(4′-fluoro-biphenyl-2-yl)-benzenesulfonamide (3.58 g, 9 mmol), methyl acrylate (2.32 g, 27 mmol), 4 Å molecular sieves (3.6 g) and dimethyl formamide (45 mL) were added, and the resulting mixture was stirred at 120° C. for 16 hours. After cooling the reaction mixture was concentrated,...